Task: describe an organic reaction: reactants, conditions, products, and yield. Dataset: the Open Reaction Database (ORD), a public repository of structured organic reaction records The reactants are FC1=C(C=CC(=C1)B1OC(C(O1)(C)C)(C)C)C=1N=CC(=NC1)N (5-(2-fluoro-4-(4,4,5,5-tetramethyl-1,3,2-dioxaborolan-2-yl)phenyl)-pyrazin-2-amine), BrC1=C(C=CC=C1)S(=O)(=O)N[C@H](CO)C1=CC=CC=C1 ((S)-2-bromo-N-(2-hydroxy-1-phenylethyl)benzenesulfonamide). Product: NC=1N=CC(=NC1)C1=C(C=C(C=C1)C=1C(=CC=CC1)S(=O)(=O)N[C@H](CO)C1=CC=CC=C1)F (4′-(5-Aminopyrazin-2-yl)-3′-fluoro-N-[(1S)-2-hydroxy-1-phenylethyl]biphenyl-2-sulfonamide). RXN SMILES: [F:1][C:2]1[CH:7]=[C:6](B2OC(C)(C)C(C)(C)O2)[CH:5]=[CH:4][C:3]=1[C:17]1[N:18]=[CH:19][C:20]([NH2:23])=[N:21][CH:22]=1.Br[C:25]1[CH:30]=[CH:29][CH:28]=[CH:27][C:26]=1[S:31]([NH:34][C@@H:35]([C:38]1[CH:43]=[CH:42][CH:41]=[CH:40][CH:39]=1)[CH2:36][OH:37])(=[O:33])=[O:32]>>[NH2:23][C:20]1[N:21]=[CH:22][C:17]([C:3]2[CH:4]=[CH:5][C:6]([C:25]3[C:26]([S:31]([NH:34][C@@H:35]([C:38]4[CH:39]=[CH:40][CH:41]=[CH:42][CH:43]=4)[CH2:36][OH:37])(=[O:32])=[O:33])=[CH:27][CH:28]=[CH:29][CH:30]=3)=[CH:7][C:2]=2[F:1])=[N:18][CH:19]=1. Procedure: The title compound was prepared in a manner similar to that described in Example 448 using 5-(2-fluoro-4-(4,4,5,5-tetramethyl-1,3,2-dioxaborolan-2-yl)phenyl)-pyrazin-2-amine and (S)-2-bromo-N-(2-hydroxy-1-phenylethyl)benzenesulfonamide. MS (ESI): mass calcd. for C24H21FN4O3S, 464.13; m/z found, 465.1 [M+H]+. 1H NMR (400 MHz, CD3OD) δ 8.30 (m, 2H), 8.05-8.01 (m, 1H), 7.85 (t, J=8.2, 1H), 7.61-7.56 (m, 1H), 7.50-7.44 (m, 1H), 7.26-7.19 (m, 4H), 7.10-6.97 (m, 4H), 4.20 (t, J=6.6, 1H), 3.69-3.58 (m,... The reactants are CNN (Methyl hydrazine), C(#N)NC(SC)=NCCCOC1=C2C=CN=C(C2=CC=C1)N1CCCCC1 (1-cyano-3-[3-(1-piperidino-5-isoquinolyloxy)propyl]-2-methylpseudothiourea), crude product. Run in CN(C)C=O (DMF). Reaction conditions: temperature 40 celsius, time 24 hour. The product is NC1=NN(C(=N1)NCCCOC1=C2C=CN=C(C2=CC=C1)N1CCCCC1)C (3-Amino-1-methyl-5-[3-(1-piperidino-5-isoquinolyloxy)propylamino]-1H-1,2,4-triazole). As a reaction SMILES: [CH3:1][NH:2][NH2:3].[C:4]([NH:6][C:7](=[N:10][CH2:11][CH2:12][CH2:13][O:14][C:15]1[CH:24]=[CH:23][CH:22]=[C:21]2[C:16]=1[CH:17]=[CH:18][N:19]=[C:20]2[N:25]1[CH2:30][CH2:29][CH2:28][CH2:27][CH2:26]1)SC)#[N:5]>CN(C=O)C>[NH2:5][C:4]1[N:6]=[C:7]([NH:10][CH2:11][CH2:12][CH2:13][O:14][C:15]2[CH:24]=[CH:23][CH:22]=[C:21]3[C:16]=2[CH:17]=[CH:18][N:19]=[C:20]3[N:25]2[CH2:30][CH2:29][CH2:28][CH2:27][CH2:26]2)[N:2]([CH3:1])[N:3]=1. Procedure details: Methyl hydrazine (5.7 ml) is added to a stirred suspension of 1-cyano-3-[3-(1-piperidino-5-isoquinolyloxy)propyl]-2-methylpseudothiourea (7.77 g) in 62 ml of DMF under nitrogen. The reaction mixture is stirred at 40° C. under nitrogen for 24 hours, cooled to RT, evaporated under vacuo and the residue dissolved in warm absolute ethanol. The resulting precipitate is collected, washed with absolute ethanol and dried in air. The filtrate is evaporated in vacuo and the residue crystallized from aceto... Reactants: CC(C)=O, CCOC(C)=O, Clc1cc(Oc2ccc3[nH]cnc3c2)ccc1C1OCCO1, [Na+], [OH-], O. The product is O=Cc1ccc(Oc2ccc3[nH]cnc3c2)cc1Cl. Reaction SMILES: [CH3:25][C:26](=[O:27])[CH3:28].[CH3:30][CH2:31][O:32][C:33](=[O:34])[CH3:35].[Cl:1][c:2]1[cH:3][c:4]([O:13][c:14]2[cH:15][c:16]3[c:17]([nH:18][cH:19][n:20]3)[cH:21][cH:22]2)[cH:5][cH:6][c:7]1[CH:8]1[O:9][CH2:12][CH2:11][O:10]1.[Na+:24].[OH-:23].[OH2:29]>>[Cl:1][c:2]1[cH:3][c:4]([O:13][c:14]2[cH:15][c:16]3[c:17]([nH:18][cH:19][n:20]3)[cH:21][cH:22]2)[cH:5][cH:6][c:7]1[CH:8]=[O:9]. Starting materials: C(#N)C1(C2CC3CC(CC1C3)C2)COC2=CC(=C(C(=O)OC(C)(C)C)C=C2C2CC2)F (tert-butyl 4-((2-cyanoadamantan-2-yl)methoxy)-5-cyclopropyl-2-fluorobenzoate), C1(CC1)C=1C(=CC(=C(C(=O)OC(C)(C)C)C1)F)OC1CC(CCC1)(C)C (tert-butyl 5-cyclopropyl-4-((3,3-dimethylcyclohexyl)oxy)-2-fluorobenzoate). Product: C1(CC1)C=1C(=CC(=C(C(=O)O)C1)F)OC1CC(CCC1)(C)C (5-cyclopropyl-4-((3,3-dimethylcyclohexyl)oxy)-2-fluorobenzoic acid), solid. Yield: 80.0%. Reaction SMILES: C(C1(COC2C(C3CC3)=CC(C(OC(C)(C)C)=O)=C(F)C=2)C2CC3CC(CC1C3)C2)#N.[CH:32]1([C:35]2[C:36]([O:49][CH:50]3[CH2:55][CH2:54][CH2:53][C:52]([CH3:57])([CH3:56])[CH2:51]3)=[CH:37][C:38]([F:48])=[C:39]([CH:47]=2)[C:40]([O:42]C(C)(C)C)=[O:41])[CH2:34][CH2:33]1>>[CH:32]1([C:35]2[C:36]([O:49][CH:50]3[CH2:55][CH2:54][CH2:53][C:52]([CH3:57])([CH3:56])[CH2:51]3)=[CH:37][C:38]([F:48])=[C:39]([CH:47]=2)[C:40]([OH:42])=[O:41])[CH2:34][CH2:33]1. Reported procedure: Following the procedure as described in Example 332 Step 6 and making non-critical variations to replace tert-butyl 4-((2-cyanoadamantan-2-yl)methoxy)-5-cyclopropyl-2-fluorobenzoate with tert-butyl 5-cyclopropyl-4-((3,3-dimethylcyclohexyl)oxy)-2-fluorobenzoate, the title compound was obtained as a beige solid (0.87 g, 80%): MS (ES+) m/z 307.10 (M+1). Starting materials: NC(=O)N (urea), CSC(N)=N (S-methylisothiourea), ClC1=C(C(=CC=C1)Cl)C(C(=O)O)Br (2-(2,6-dichlorophenyl)-2-bromo-acetic acid). Run in CC(=O)C (acetone), CC(=O)C (acetone), CC(=O)C (acetone). As a reaction SMILES: [Cl:1][C:2]1[CH:7]=[CH:6][CH:5]=[C:4]([Cl:8])[C:3]=1[CH:9]([Br:13])[C:10](O)=[O:11].[NH2:14][C:15]([NH2:17])=O.CSC(=N)[NH2:21]>CC(C)=O>[Cl:1][C:2]1[CH:7]=[CH:6][CH:5]=[C:4]([Cl:8])[C:3]=1[CH:9]([Br:13])[C:10]([NH:14][C:15]([NH2:17])=[NH:21])=[O:11]. Reported procedure: The compound of Example 1 was prepared by adding dropwise to 4.3 g (0.015 mols) 2-(2,6-dichlorophenyl)-2-bromo-acetic acid in 50 ml acetone 1.6 g (0.008 mols) dicyclohexyl carbodiimide in 10 ml acetone over a period of 15 minutes. After filtration of the urea, dropwise addition of 1.35 g (0.015 mols) S-methylisothiourea in 25 ml acetone is carried out. Thirty minutes later, the precipitate is suction-filtered, the filtrate evaporated and the residue mixed with acetone and suction-filtered once a... The product is ClC1=C(C(=CC=C1)Cl)C(C(=O)NC(=N)N)Br ([2-(2,6-dichlorophenyl)-2-bromo-acetyl] guanidine). The reactants are Cl.N[C@H]1C[C@H](C1)NC=1C(=NC2=CC=CC(=C2N1)C1=CC=2C(NCCC2N1)=O)C (2-(3-((cis-3-aminocyclobutyl)amino)-2-methylquinoxalin-5-yl)-6,7-dihydro-1H-pyrrolo[3,2-c]pyridin-4(5H)-one hydrochloride), ClC(S(=O)(=O)OCC(F)(F)F)(Cl)Cl (2,2,2-trifluoroethyl trichloromethanesulfonate), CCN(C(C)C)C(C)C (DIPEA). Run in C1CCOC1 (THF), CN(C)C=O (DMF). Reaction conditions: temperature 110 celsius. The product is N1C=CC=2C(NCCC21)=O (6,7-dihydro-1H-pyrrolo[3,2-c]pyridin-4(5H)-one). The yield is 39.1%. RXN SMILES: Cl.N[C@@H]1C[C@H](NC2C(C)=NC3C(N=2)=C([C:18]2[NH:26][C:25]4[CH2:24][CH2:23][NH:22][C:21](=[O:27])[C:20]=4[CH:19]=2)C=CC=3)C1.ClC(Cl)(Cl)S(OCC(F)(F)F)(=O)=O.CCN(C(C)C)C(C)C>C1COCC1.CN(C=O)C>[NH:26]1[C:25]2[CH2:24][CH2:23][NH:22][C:21](=[O:27])[C:20]=2[CH:19]=[CH:18]1 |f:0.1|. Reported procedure: A solution of 2-(3-((cis-3-aminocyclobutyl)amino)-2-methylquinoxalin-5-yl)-6,7-dihydro-1H-pyrrolo[3,2-c]pyridin-4(5H)-one hydrochloride (Example 435; 27.4 mg, 0.069 mmol), 2,2,2-trifluoroethyl trichloromethanesulfonate (Oakwood Products, Inc., West Columbia, S.C.; 0.073 mL, 0.446 mmol), and DIPEA (0.120 mL, 0.686 mmol) in a mixture of THF (1.0 mL) and DMF (1.0 mL) was heated in a sealed flask at 110° C. for 30 min. The reaction mixture was then cooled to RT, concentrated onto silica gel, and chr... The reactants are C(C)(=O)OCC (ethyl acetate), NCC1=CC=C(C#N)C=C1 (4-Aminomethyl-benzonitrile), C(CCC)=O (Butyraldehyde), [BH4-].[Na+] (sodium borohydride). Solvent: CO (methanol). Run at time 2 hour. Product: C(CCC)NCC1=CC=C(C#N)C=C1 (4-Butylaminomethyl-benzonitrile). Reaction SMILES: [NH2:1][CH2:2][C:3]1[CH:10]=[CH:9][C:6]([C:7]#[N:8])=[CH:5][CH:4]=1.[CH:11](=O)[CH2:12][CH2:13][CH3:14].[BH4-].[Na+].C(OCC)(=O)C>CO>[CH2:11]([NH:8][CH2:7][C:6]1[CH:9]=[CH:10][C:3]([C:2]#[N:1])=[CH:4][CH:5]=1)[CH2:12][CH2:13][CH3:14] |f:2.3|. Reported procedure: 5.0 g 4-Aminomethyl-benzonitrile and 3.75 ml Butyraldehyde were dissolved in 40 ml methanol. 3.0 g molecular sieves 4 Angström were added and the mixture was stirred at room temperature for two hours. Then 2.2 g sodium borohydride were added and the mixture was stirred for an additional hour at room temperature. 250 ml ethyl acetate were added, and the reaction was quenched by addition of 4 ml water. The reaction mixture was filtered through a pad of celite and MgSO4. The filtrate was evaporated...